From a dataset of the Open Reaction Database (ORD), a public repository of structured organic reaction records. describe an organic reaction: reactants, conditions, products, and yield The product is Br.C1(CCCCC1)NC([C@@H](NC([C@@H](N)C)=O)C)=O (L-alanyl-L-alanine cyclohexylamide hydrobromide). Reaction SMILES: [CH:1]1([NH:7][C:8](=[O:27])[C@H:9]([CH3:26])[NH:10][C:11](=[O:25])[C@H:12]([CH3:24])[NH:13]C(OCC2C=CC=CC=2)=O)[CH2:6][CH2:5][CH2:4][CH2:3][CH2:2]1.[BrH:28]>C(O)(=O)C>[BrH:28].[CH:1]1([NH:7][C:8](=[O:27])[C@H:9]([CH3:26])[NH:10][C:11](=[O:25])[C@H:12]([CH3:24])[NH2:13])[CH2:2][CH2:3][CH2:4][CH2:5][CH2:6]1 |f:3.4|. Reactants: C1(CCCCC1)NC([C@@H](NC([C@@H](NC(=O)OCC1=CC=CC=C1)C)=O)C)=O (N-benzyloxycarbonyl-L-alanyl-L-alanine cyclohexylamide), Br (hydrogen bromide). Solvent: C(C)(=O)O (acetic acid). Procedure: 3.0 g of N-benzyloxycarbonyl-L-alanyl-L-alanine cyclohexylamide were treated with hydrogen bromide in acetic acid in a manner analogous to that described in Example 1(B)(ii) to give L-alanyl-L-alanine cyclohexylamide hydrobromide in the form of an oil.